This data is from the Open Reaction Database (ORD), a public repository of structured organic reaction records. The task is: describe an organic reaction: reactants, conditions, products, and yield The reactants are O=C1NC2=C(N1C1CCNCC1)C=CC=C2 (4-(2-keto-1-benzimidazolinyl)piperidine), CS(=O)(=O)OCCC1=CC2=C(OCC3=C(C2=O)C=CC=C3)C=C1 (2-(6,11-Dihydro-11-oxodibenz[b,e]oxepin-2-yl)ethanol methanesulfonate), C(=O)([O-])[O-].[K+].[K+] (K2CO3). Solvent: C(C)O (ethanol), CO (methanol), C(C)(=O)OCC (ethyl acetate). Yields the product O=C1NC2=C(N1C1CCN(CC1)CCC1=CC3=C(OCC4=C(C3=O)C=CC=C4)C=C1)C=CC=C2 (4-(2-Keto-1-benzimidazolinyl)-1-[2-(6,11-dihydro-11-oxodibenz [b,e]oxepin-2-yl)ethyl]piperidine). Reaction SMILES: [O:1]=[C:2]1[N:6]([CH:7]2[CH2:12][CH2:11][NH:10][CH2:9][CH2:8]2)[C:5]2[CH:13]=[CH:14][CH:15]=[CH:16][C:4]=2[NH:3]1.CS(O[CH2:22][CH2:23][C:24]1[CH:39]=[CH:38][C:27]2[O:28][CH2:29][C:30]3[CH:37]=[CH:36][CH:35]=[CH:34][C:31]=3[C:32](=[O:33])[C:26]=2[CH:25]=1)(=O)=O.C([O-])([O-])=O.[K+].[K+]>C(O)C.CO.C(OCC)(=O)C>[O:1]=[C:2]1[N:6]([CH:7]2[CH2:8][CH2:9][N:10]([CH2:22][CH2:23][C:24]3[CH:39]=[CH:38][C:27]4[O:28][CH2:29][C:30]5[CH:37]=[CH:36][CH:35]=[CH:34][C:31]=5[C:32](=[O:33])[C:26]=4[CH:25]=3)[CH2:11][CH2:12]2)[C:5]2[CH:13]=[CH:14][CH:15]=[CH:16][C:4]=2[NH:3]1 |f:2.3.4|. Procedure details: A mixture of 5 g (0.023 m) of 4-(2-keto-1-benzimidazolinyl)piperidine, 7.65 g (0.023 m) of 2-(6,11-dihydro-11-oxodibenz[b,e]oxepin-2-yl)ethanol methanesulfonate of Example 1 and 3.17 g (0.023 m) of K2CO3 in 30 ml of absolute ethanol and 60 ml of methanol was refluxed overnight (about 16 hours). The reaction mixture was diluted with 800 ml of ethyl acetate, filtered and evaporated in vacuo. The residue was recrystallized from methanol to give after drying at 100° C. in vacuo, 5.78 g (56%) of 4-(2... Starting materials: CC=1C=CC(=C(C(=O)C2=CC=CC=C2)C1)N (5-methyl-2-aminobenzophenone), C(C)(=O)O (acetic acid), OO (hydrogen peroxide). Run in O (water). The product is CC=1C=CC=2C(=C(ON2)C2=CC=CC=C2)C1 (5-Methyl-3-phenyl-2.1-benzisoxazole). RXN SMILES: [CH3:1][C:2]1[CH:3]=[CH:4][C:5]([NH2:16])=[C:6]([CH:15]=1)[C:7]([C:9]1[CH:14]=[CH:13][CH:12]=[CH:11][CH:10]=1)=[O:8].C(O)(=O)C.OO>O>[CH3:1][C:2]1[CH:3]=[CH:4][C:5]2[C:6]([CH:15]=1)=[C:7]([C:9]1[CH:14]=[CH:13][CH:12]=[CH:11][CH:10]=1)[O:8][N:16]=2. Reported procedure: A solution of 31.6 g (0.15 mole) of 5-methyl-2-aminobenzophenone, 350 ml of glacial acetic acid and 17 ml of 30% hydrogen peroxide was let stand at ambient temperature for 72 hr. The solution was poured into 2.5 liters of water. The mixture was let stand at ambient temperature for several days until the residue became crystalline. The solid was collected by filtration, dried, and chromatographed on 250 g silica gel to give 12.5 g (40%) of pale yellow solid, m.p. 64°-66° C. (after recrystallizati... Starting materials: CCOC(=O)CN(C)C(=O)c1c(I)c(NC(C)=O)c(I)c(NC(C)=O)c1I, CO, Cl, [Na+], [OH-]. Yields the product CC(=O)Nc1c(I)c(NC(C)=O)c(I)c(C(=O)N(C)CC(=O)O)c1I. As a reaction SMILES: [CH2:1]([CH3:2])[O:3][C:4]([CH2:5][N:6]([CH3:7])[C:8]([c:9]1[c:10]([I:25])[c:11]([NH:21][C:22]([CH3:23])=[O:24])[c:12]([I:20])[c:13]([NH:16][C:17]([CH3:18])=[O:19])[c:14]1[I:15])=[O:26])=[O:27].[CH3:31][OH:32].[ClH:30].[Na+:29].[OH-:28]>>[O:3]=[C:4]([CH2:5][N:6]([CH3:7])[C:8]([c:9]1[c:10]([I:25])[c:11]([NH:21][C:22]([CH3:23])=[O:24])[c:12]([I:20])[c:13]([NH:16][C:17]([CH3:18])=[O:19])[c:14]1[I:15])=[O:26])[OH:27]. The reactants are C(C)(C)N1CCC(C2=CC(=C(C=C12)C)N(CC1CC1)C1=C(C(=O)OCC)C=CC=C1)(C)C (Ethyl [(1-isopropyl-4,4,7-trimethyl-1,2,3,4-tetrahydroquinolin-6-yl)(cyclopropylmethyl)amino]benzoate), C(C)(C)N1CCC(C2=CC(=C(C=C12)C)N(CC1CC1)C1=C(C(=O)OCC)C=CC=C1)(C)C (Ethyl [(1-isopropyl-4,4,7-trimethyl-1,2,3,4-tetrahydroquinolin-6-yl)(cyclopropylmethyl)amino]benzoate), C(C)O (ethanol), [OH-].[K+] (KOH). Reaction conditions: temperature 40 celsius, time 24 hour. The product is C(C)(C)N1CCC(C2=CC(=C(C=C12)C)N(C1=CC=C(C(=O)O)C=C1)CC1CC1)(C)C (4-[(1-Isopropyl-4,4,7-trimethyl-1,2,3,4-tetrahydro-quinolin-6-yl)(cyclopropylmethyl)amino]benzoic acid). Isolated yield 67.0%. Reaction SMILES: [CH:1]([N:4]1[C:13]2[C:8](=[CH:9][C:10]([N:15]([C:20]3[CH:30]=[CH:29]C=C[C:21]=3[C:22](OCC)=O)[CH2:16][CH:17]3[CH2:19][CH2:18]3)=[C:11]([CH3:14])[CH:12]=2)[C:7]([CH3:32])([CH3:31])[CH2:6][CH2:5]1)([CH3:3])[CH3:2].[OH-:33].[K+].[CH2:35]([OH:37])[CH3:36]>>[CH:1]([N:4]1[C:13]2[C:8](=[CH:9][C:10]([N:15]([CH2:16][CH:17]3[CH2:19][CH2:18]3)[C:20]3[CH:30]=[CH:29][C:36]([C:35]([OH:33])=[O:37])=[CH:22][CH:21]=3)=[C:11]([CH3:14])[CH:12]=2)[C:7]([CH3:32])([CH3:31])[CH2:6][CH2:5]1)([CH3:3])[CH3:2] |f:1.2|. Reported procedure: 4 Ethyl [(1-isopropyl-4,4,7-trimethyl-1,2,3,4-tetrahydroquinolin-6-yl)(cyclopropylmethyl)amino]benzoate (Compound 25, 0.1 g, 0.2 mmol) was dissolved in ethanol (4.0 mL) and the solution treated with 1.7 M KOH (1.0 mL). The solution was heated to 40° C. and stirred for 24 hours. The solution was cooled and concentrated under reduced pressure. The residue was diluted with water, acidified with 10% HCl, and extracted with ether (2×). The combined organic layers were washed with brine, dried (MgSO4)...